From a dataset of the Open Reaction Database (ORD), a public repository of structured organic reaction records. describe an organic reaction: reactants, conditions, products, and yield RXN SMILES: [CH3:1][O:2][C:3]1[CH:4]=[C:5]2[C:10](=[CH:11][CH:12]=1)[CH2:9][CH:8]([C@H:13]1[C@:17]([CH3:22])([CH2:18][C:19]([OH:21])=[O:20])[C@@H:16]([OH:23])[CH2:15][CH2:14]1)[CH2:7][CH2:6]2.[CH:24]([O:26][CH2:27][CH2:28][CH2:29][CH3:30])=[CH2:25].CS(O)(=O)=O>C1COCC1>[CH2:27]([O:26][CH:24]([O:23][CH:16]1[CH2:15][CH2:14][CH:13]([CH:8]2[CH2:7][CH2:6][C:5]3[C:10](=[CH:11][CH:12]=[C:3]([O:2][CH3:1])[CH:4]=3)[CH2:9]2)[C:17]1([CH3:22])[CH2:18][C:19]([O:21][CH:24]([O:26][CH2:27][CH2:28][CH2:29][CH3:30])[CH3:25])=[O:20])[CH3:25])[CH2:28][CH2:29][CH3:30]. The reactants are COC=1C=C2CCC(CC2=CC1)[C@@H]1CC[C@@H]([C@]1(CC(=O)O)C)O ((1S, 2S, 5S) -5-(1,2,3,4 -tetrahydro-6-methoxy-2-naphthyl)-2-hydroxy-1-methylcyclopentaneacetic acid), C(=C)OCCCC (butyl vinyl ether), CS(=O)(=O)O (methanesulfonic acid). The solvent is C1CCOC1 (THF). Procedure: Contacting (1S, 2S, 5S) -5-(1,2,3,4 -tetrahydro-6-methoxy-2-naphthyl)-2-hydroxy-1-methylcyclopentaneacetic acid with butyl vinyl ether in THF containing methanesulfonic acid affords the stereochemically corresponding α-butoxyethyl 2-(α-butoxyethoxy)-5-(1,2,3,4-tetrahydro-6-methoxy-2-naphthyl)-1 -methylcyclopentaneacetate, in which the ester linkage is cleaved and the carboxyl reduced to hydroxy by contacting with lithium tetrahydroaluminate (1-) in THF. From the resultant alcohol, on esterificat... The product is C(CCC)OC(C)OC1C(C(CC1)C1CC2=CC=C(C=C2CC1)OC)(CC(=O)OC(C)OCCCC)C (α-butoxyethyl 2-(α-butoxyethoxy)-5-(1,2,3,4-tetrahydro-6-methoxy-2-naphthyl)-1 -methylcyclopentaneacetate). The reactants are CCCCS(=O)(=O)Oc1ccc(CCCc2ccc(CCC(=O)OC)cc2OCc2ccc(F)cc2)cc1OC, CC(=O)O, CO, [Li+], C1CCOC1, [OH-], O, O, O. The product is CCCCS(=O)(=O)Oc1ccc(CCCc2ccc(CCC(=O)O)cc2OCc2ccc(F)cc2)cc1OC. RXN SMILES: [CH2:4]([CH2:5][CH2:6][CH3:7])[S:8](=[O:9])(=[O:10])[O:11][c:12]1[c:13]([O:42][CH3:43])[cH:14][c:15]([CH2:18][CH2:19][CH2:20][c:21]2[c:22]([O:33][CH2:34][c:35]3[cH:36][cH:37][c:38]([F:41])[cH:39][cH:40]3)[cH:23][c:24]([CH2:27][CH2:28][C:29](=[O:30])[O:31][CH3:32])[cH:25][cH:26]2)[cH:16][cH:17]1.[CH3:45][C:46](=[O:47])[OH:48].[CH3:50][OH:51].[Li+:3].[O:52]1[CH2:53][CH2:54][CH2:55][CH2:56]1.[OH-:2].[OH2:1].[OH2:44].[OH2:49]>>[CH2:4]([CH2:5][CH2:6][CH3:7])[S:8](=[O:9])(=[O:10])[O:11][c:12]1[c:13]([O:42][CH3:43])[cH:14][c:15]([CH2:18][CH2:19][CH2:20][c:21]2[c:22]([O:33][CH2:34][c:35]3[cH:36][cH:37][c:38]([F:41])[cH:39][cH:40]3)[cH:23][c:24]([CH2:27][CH2:28][C:29](=[O:30])[OH:31])[cH:25][cH:26]2)[cH:16][cH:17]1. Starting materials: CN(S(=O)(=O)C1=CC=CC=C1)C1CC(C(C1)C1=CC=CC=C1)C=O (1-(RS)-(N-(methyl)-N-(phenylsulfonyl)amino)-3-(SR)-(formyl)-4-(SR)-phenylcyclopentane), Cl.C(C1=CC=CC=C1)OC(=O)N(CC)C1CCNCC1 (4-(N-(benzyloxycarbonyl)-N-(ethyl)amino)piperidine hydrochloride), CCN(C(C)C)C(C)C (DIPEA), C(C)(=O)O[BH-](OC(C)=O)OC(C)=O.[Na+] (sodium triacetoxyborohydride). Solvent: ClCCCl (1,2-dichloroethane). Reaction conditions: time 15 minute. Product: Cl.CN(S(=O)(=O)C1=CC=CC=C1)C1CC(C(C1)C1=CC=CC=C1)CN1CCC(CC1)N(CC)C(=O)OCC1=CC=CC=C1 (1-(RS)-(N-(Methyl)-N-(phenylsulfonyl)amino)-3-(SR)-((4-(N-(benzyloxycarbonyl)-N-(ethyl)amino)piperidin-1-yl)methyl)-4-(SR)-phenylcyclopentane hydrochloride salt). The yield is 93.6%. Reaction SMILES: [CH3:1][N:2]([CH:12]1[CH2:16][CH:15]([C:17]2[CH:22]=[CH:21][CH:20]=[CH:19][CH:18]=2)[CH:14]([CH:23]=O)[CH2:13]1)[S:3]([C:6]1[CH:11]=[CH:10][CH:9]=[CH:8][CH:7]=1)(=[O:5])=[O:4].[ClH:25].[CH2:26]([O:33][C:34]([N:36]([CH:39]1[CH2:44][CH2:43][NH:42][CH2:41][CH2:40]1)[CH2:37][CH3:38])=[O:35])[C:27]1[CH:32]=[CH:31][CH:30]=[CH:29][CH:28]=1.CCN(C(C)C)C(C)C.C(O[BH-](OC(=O)C)OC(=O)C)(=O)C.[Na+]>ClCCCl>[ClH:25].[CH3:1][N:2]([CH:12]1[CH2:16][CH:15]([C:17]2[CH:22]=[CH:21][CH:20]=[CH:19][CH:18]=2)[CH:14]([CH2:23][N:42]2[CH2:43][CH2:44][CH:39]([N:36]([C:34]([O:33][CH2:26][C:27]3[CH:28]=[CH:29][CH:30]=[CH:31][CH:32]=3)=[O:35])[CH2:37][CH3:38])[CH2:40][CH2:41]2)[CH2:13]1)[S:3]([C:6]1[CH:11]=[CH:10][CH:9]=[CH:8][CH:7]=1)(=[O:4])=[O:5] |f:1.2,4.5,7.8|. Procedure details: To a solution of 1-(RS)-(N-(methyl)-N-(phenylsulfonyl)amino)-3-(SR)-(formyl)-4-(SR)-phenylcyclopentane (from Step D, derived from Higher Rf isomer in Step C) (10 mg, 0.029 mmol) (from Step F) in 1,2-dichloroethane (1 mL) was added 4-(N-(benzyloxycarbonyl)-N-(ethyl)amino)piperidine hydrochloride (18 mg, 0.058 mmol) and DIPEA (0.010 mL, 0.058 mmol). After 15 min, sodium triacetoxyborohydride (19 mg, 0.087 mmol) was added and the reaction was stirred at RT for 4-16 h. The reaction was evaporated un... Reactants: N (ammonia), CN(C=O)C (N,N-dimethylformamide), O=P(Cl)(Cl)Cl (POCl3), final solution, CC1=CC=C(C=C1)NC(CC1=CC=CC=C1)=O (N-(4-Methylphenyl)-2-phenylacetamide). Run in O (water), C(C)(=O)O (acetic acid). Run at temperature -30 celsius, time 15 minute. Yields the product CC=1C=C2C=C(C(NC2=CC1)=O)C1=CC=CC=C1 (6-Methyl-3-phenyl-1,2-dihydro-2-quinolinone). Yield: 9.7%. As a reaction SMILES: [CH3:1]N(C)C=O.O=P(Cl)(Cl)Cl.[CH3:11][C:12]1[CH:17]=[CH:16][C:15]([NH:18][C:19](=[O:27])[CH2:20][C:21]2[CH:26]=[CH:25][CH:24]=[CH:23][CH:22]=2)=[CH:14][CH:13]=1.N>C(O)(=O)C.O>[CH3:11][C:12]1[CH:17]=[C:16]2[C:15](=[CH:14][CH:13]=1)[NH:18][C:19](=[O:27])[C:20]([C:21]1[CH:22]=[CH:23][CH:24]=[CH:25][CH:26]=1)=[CH:1]2. Reported procedure: 0.41 ml (5.3 mmol, 1.5 eq) of N,N-dimethylformamide is added dropwise to 3.3 ml (25 mmol, 7 eq) of POCl3, under a nitrogen atmosphere and at −30° C. The medium is stirred for 15 min at −30° C. and 800 mg of amide 47 (3.5 mmol) are then added. The reaction mixture is warmed to room temperature with stirring and the reaction is then heated at 75° C. for 1.5 h. At the end of the reaction, this solution is poured onto crushed ice, neutralized with aqueous 30% ammonia solution and then extracted with... Reaction SMILES: [C:1]([CH:2]=[CH2:3])(=[O:4])[N:5]1[CH:6]([C:34](=[O:35])[O:36][CH3:37])[CH2:7][CH:8]([O:11][c:12]2[cH:13][c:14]3[c:15]([NH:24][c:25]4[c:26]([F:33])[c:27]([Cl:32])[c:28]([F:31])[cH:29][cH:30]4)[n:16][cH:17][n:18][c:19]3[cH:20][c:21]2[O:22][CH3:23])[CH2:9][CH2:10]1.[CH3:46][OH:47].[Li+:40].[O:41]1[CH2:42][CH2:43][CH2:44][CH2:45]1.[OH-:39].[OH2:38]>>[C:1]([CH:2]=[CH2:3])(=[O:4])[N:5]1[CH:6]([C:34](=[O:35])[OH:36])[CH2:7][CH:8]([O:11][c:12]2[cH:13][c:14]3[c:15]([NH:24][c:25]4[c:26]([F:33])[c:27]([Cl:32])[c:28]([F:31])[cH:29][cH:30]4)[n:16][cH:17][n:18][c:19]3[cH:20][c:21]2[O:22][CH3:23])[CH2:9][CH2:10]1. Reactants: C=CC(=O)N1CCC(Oc2cc3c(Nc4ccc(F)c(Cl)c4F)ncnc3cc2OC)CC1C(=O)OC, CO, [Li+], C1CCOC1, [OH-], O. The product is C=CC(=O)N1CCC(Oc2cc3c(Nc4ccc(F)c(Cl)c4F)ncnc3cc2OC)CC1C(=O)O.